From a dataset of the Open Reaction Database (ORD), a public repository of structured organic reaction records. describe an organic reaction: reactants, conditions, products, and yield Starting materials: Cl (hydrochloric acid), C(O)([O-])=O.[Na+] (sodium hydrogen carbonate), NC=1C=C(C=CC1)O (3-aminophenol), N1(CCCCC1)CC=1C=C(C=CC1C(=O)O)C1=CC=CC=C1 (3-(piperidin-1-ylmethyl)biphenyl-4-carboxylic acid), [Cl-].[Na+] (sodium chloride), C(C)N=C=NCCCN(C)C (1-ethyl-3-(3′-dimethylaminopropyl)carbodiimide). The solvent is C(C)(=O)OCC (Ethyl acetate), C(C)(=O)OCC (Ethyl acetate), CN(C)C=O (DMF). Reaction conditions: time 10 hour. The product is Cl.OC=1C=C(C=CC1)NC(=O)C1=C(C=C(C=C1)C1=CC=CC=C1)CN1CCCCC1 (N-(3-hydroxyphenyl)-3-(piperidin-1-ylmethyl)biphenyl-4-carboxamide hydrochloride). Reaction SMILES: [NH2:1][C:2]1[CH:3]=[C:4]([OH:8])[CH:5]=[CH:6][CH:7]=1.[N:9]1([CH2:15][C:16]2[CH:17]=[C:18]([C:25]3[CH:30]=[CH:29][CH:28]=[CH:27][CH:26]=3)[CH:19]=[CH:20][C:21]=2[C:22](O)=[O:23])[CH2:14][CH2:13][CH2:12][CH2:11][CH2:10]1.[Cl-:31].[Na+].C(N=C=NCCCN(C)C)C.Cl.C(=O)([O-])O.[Na+]>C(OCC)(=O)C.CN(C=O)C>[ClH:31].[OH:8][C:4]1[CH:3]=[C:2]([NH:1][C:22]([C:21]2[CH:20]=[CH:19][C:18]([C:25]3[CH:30]=[CH:29][CH:28]=[CH:27][CH:26]=3)=[CH:17][C:16]=2[CH2:15][N:9]2[CH2:14][CH2:13][CH2:12][CH2:11][CH2:10]2)=[O:23])[CH:7]=[CH:6][CH:5]=1 |f:2.3,6.7,10.11|. Procedure: A mixture of 227 mg of 3-aminophenol, 3-(piperidin-1-ylmethyl)biphenyl-4-carboxylic acid (2.08 mmol), and sodium chloride was suspended into 7 ml of DMF and then 599 mg of 1-ethyl-3-(3′-dimethylaminopropyl)carbodiimide was added thereto at room temperature, followed by 10 hours of stirring. Ethyl acetate and a 1M aqueous hydrochloric acid solution were added to the reaction solution and sodium hydrogen carbonate was added to the aqueous layer obtained by an operation of separation until the aque...